This data is from the Open Reaction Database (ORD), a public repository of structured organic reaction records. The task is: describe an organic reaction: reactants, conditions, products, and yield Starting materials: COC([C@H](N)C(C)(C)SC)=O (S-methyl-D-penicillamine methyl ester), C(C)(C)N(CC)C(C)C (diisopropylethylamine), O(C1=CC=CC=C1)C1=CC=C(C=C1)S(=O)(=O)Cl (4-phenoxybenzenesulfonyl chloride). The solvent is ClCCl (dichloromethane). Conditions: time 2.5 hour. Product: COC([C@H](NS(=O)(=O)C1=CC=C(C=C1)OC1=CC=CC=C1)C(C)(C)SC)=O (S-methyl--N--[4-(phenoxy)benzenesulfonyl]-D-penicillamine methyl ester). Isolated yield 87.0%. Reaction SMILES: [CH3:1][O:2][C:3](=[O:11])[C@@H:4]([C:6]([S:9][CH3:10])([CH3:8])[CH3:7])[NH2:5].C(N(C(C)C)CC)(C)C.[O:21]([C:28]1[CH:33]=[CH:32][C:31]([S:34](Cl)(=[O:36])=[O:35])=[CH:30][CH:29]=1)[C:22]1[CH:27]=[CH:26][CH:25]=[CH:24][CH:23]=1>ClCCl>[CH3:1][O:2][C:3](=[O:11])[C@@H:4]([C:6]([S:9][CH3:10])([CH3:8])[CH3:7])[NH:5][S:34]([C:31]1[CH:30]=[CH:29][C:28]([O:21][C:22]2[CH:27]=[CH:26][CH:25]=[CH:24][CH:23]=2)=[CH:33][CH:32]=1)(=[O:36])=[O:35]. Procedure details: To a solution of S-methyl-D-penicillamine methyl ester (0.160 g., 0.904 mmol) and diisopropylethylamine (0.172 mL, 0.99 mmol) in dichloromethane (3 mL) was added 4-phenoxybenzenesulfonyl chloride (0.304 g, 1.13 mmol) via solid addition funnel. After 2.5 hours at room temperature, the solution was concentrated and the residue was purified on silica, eluting with 20% ethyl acetate in hexane, to give S-methyl--N--[4-(phenoxy)benzenesulfonyl]-D-penicillamine methyl ester as a white solid in 87% yiel...